From a dataset of the Open Reaction Database (ORD), a public repository of structured organic reaction records. describe an organic reaction: reactants, conditions, products, and yield Starting materials: CCOC(=O)c1cccc2nc(OCC)n(Cc3ccc(OC(c4ccccc4)c4nnn[nH]4)cc3)c12, CCO, [Na+], [OH-]. Yields the product CCOc1nc2cccc(C(=O)O)c2n1Cc1ccc(OC(c2ccccc2)c2nnn[nH]2)cc1. Reaction SMILES: [CH2:1]([CH3:2])[O:3][c:4]1[n:5][c:6]2[c:7]([n:8]1[CH2:9][c:10]1[cH:11][cH:12][c:13]([O:16][CH:17]([c:18]3[cH:19][cH:20][cH:21][cH:22][cH:23]3)[c:24]3[n:25][n:26][n:27][nH:28]3)[cH:14][cH:15]1)[c:29]([C:33](=[O:34])[O:35][CH2:36][CH3:37])[cH:30][cH:31][cH:32]2.[CH3:40][CH2:41][OH:42].[Na+:39].[OH-:38]>>[CH2:1]([CH3:2])[O:3][c:4]1[n:5][c:6]2[c:7]([n:8]1[CH2:9][c:10]1[cH:11][cH:12][c:13]([O:16][CH:17]([c:18]3[cH:19][cH:20][cH:21][cH:22][cH:23]3)[c:24]3[n:25][n:26][n:27][nH:28]3)[cH:14][cH:15]1)[c:29]([C:33](=[O:34])[OH:35])[cH:30][cH:31][cH:32]2.